From a dataset of the Open Reaction Database (ORD), a public repository of structured organic reaction records. describe an organic reaction: reactants, conditions, products, and yield The reactants are CC(=O)O[BH-](OC(C)=O)OC(C)=O, O=CC1CCN(C(=O)OCc2ccccc2)CC1, ClCCl, CC(C)(C)OC(=O)N1CCNCC1, [Na+]. Yields the product CC(C)(C)OC(=O)N1CCN(CC2CCN(C(=O)OCc3ccccc3)CC2)CC1. As a reaction SMILES: [C:32]([O:33][BH-:34]([O:35][C:36](=[O:37])[CH3:38])[O:39][C:40](=[O:41])[CH3:42])(=[O:43])[CH3:44].[CH:1](=[O:2])[CH:3]1[CH2:4][CH2:5][N:6]([C:9](=[O:10])[O:11][CH2:12][c:13]2[cH:14][cH:15][cH:16][cH:17][cH:18]2)[CH2:7][CH2:8]1.[Cl:46][CH2:47][Cl:48].[N:19]1([C:25](=[O:26])[O:27][C:28]([CH3:29])([CH3:30])[CH3:31])[CH2:20][CH2:21][NH:22][CH2:23][CH2:24]1.[Na+:45]>>[CH2:1]([CH:3]1[CH2:4][CH2:5][N:6]([C:9](=[O:10])[O:11][CH2:12][c:13]2[cH:14][cH:15][cH:16][cH:17][cH:18]2)[CH2:7][CH2:8]1)[N:22]1[CH2:21][CH2:20][N:19]([C:25](=[O:26])[O:27][C:28]([CH3:29])([CH3:30])[CH3:31])[CH2:24][CH2:23]1. Starting materials: Cl.FC=1C=C(CC=2C=C(C(=O)OC)C=CN2)C=C(C1F)F (Methyl 2-(3,4,5-trifluorobenzyl)isonicotinate hydrochloride). The reagents and catalysts are [Pt](=O)=O (platinum(IV) oxide), [Pt](=O)=O (platinum(IV) oxide). The solvent is CO (MeOH). Run at time 3 hour. Product: Cl.FC=1C=C(CC2NCCC(C2)C(=O)OC)C=C(C1F)F (methyl 2-(3,4,5-trifluorobenzyl)piperidine-4-carboxylate hydrochloride). Yield: 97.2%. Reaction SMILES: [ClH:1].[F:2][C:3]1[CH:4]=[C:5]([CH:17]=[C:18]([F:21])[C:19]=1[F:20])[CH2:6][C:7]1[CH:8]=[C:9]([CH:14]=[CH:15][N:16]=1)[C:10]([O:12][CH3:13])=[O:11]>CO.[Pt](=O)=O>[ClH:1].[F:21][C:18]1[CH:17]=[C:5]([CH:4]=[C:3]([F:2])[C:19]=1[F:20])[CH2:6][CH:7]1[CH2:8][CH:9]([C:10]([O:12][CH3:13])=[O:11])[CH2:14][CH2:15][NH:16]1 |f:0.1,4.5|. Procedure details: Methyl 2-(3,4,5-trifluorobenzyl)isonicotinate hydrochloride (4 g, 12.59 mmol) was dissolved in MeOH (45 mL) and platinum(IV) oxide (0.143 g, 0.63 mmol) added. The resulting mixture was hydrogenated in a Büchi hydrogenator at room temperature and 5 bar for 3 h. Additional platinum(IV) oxide (0.029 g, 0.13 mmol) was added and the hydrogenation continued for 20 min. The catalyst was filtered off and washed with MeOH. The filtrate was evaporated in vacuo to yield methyl 2-(3,4,5-trifluorobenzyl)pipe...